From a dataset of the Open Reaction Database (ORD), a public repository of structured organic reaction records. describe an organic reaction: reactants, conditions, products, and yield Reactants: C1(=CC=CC=C1)P(=O)(C1=CC=CC=C1)N=[N+]=[N-] (diphenylphosphinyl azide), C(\C=C\C=C\CCCCCCC)O ((2E,4E)-Dodeca-2,4-dien-1-ol), C1CCC2=NCCCN2CC1 (DBU). Solvent: C1(=CC=CC=C1)C (toluene). Yields the product N(=[N+]=[N-])C\C=C\C=C\CCCCC ((2E,4E)-1-Azidodeca-2,4-diene). As a reaction SMILES: [CH2:1](O)/[CH:2]=[CH:3]/[CH:4]=[CH:5]/[CH2:6][CH2:7][CH2:8][CH2:9][CH2:10]CC.C1(P([N:28]=[N+:29]=[N-:30])(C2C=CC=CC=2)=O)C=CC=CC=1.C1CCN2C(=NCCC2)CC1>C1(C)C=CC=CC=1>[N:28]([CH2:1]/[CH:2]=[CH:3]/[CH:4]=[CH:5]/[CH2:6][CH2:7][CH2:8][CH2:9][CH3:10])=[N+:29]=[N-:30]. Procedure details: (2E,4E)-Dodeca-2,4-dien-1-ol (4.95 g) was dissolved in dry toluene (110 ml) and diphenylphosphinyl azide (7.92 g) was added. DBU (4.91 ml) was added dropwise. The mixture turned opaque under evolution of heat. The solvent was evaporated and diethyl ether was added to the residue. The reaction mixture was washed with 1M HCl, 1M NaOH and brine and the organic layer was dried over sodium sulfate, filtered and concentrated to give a light yellow liquid. The crude product was filtered over silica gel... Reported procedure: In analogy to example 83, step a) using 1-(6-Trifluoromethyl-pyrazin-2-yl)-1H-pyrazole-4-carboxylic acid (prepared as described in example 125) instead of 2-(trifluoromethyl)-4-pyridinecarboxylic acid (CAS 131747-41-6) and (−)-(S)-2-(4-Amino-2-fluoro-phenyl)-morpholine-4-carboxylic acid tert-butyl ester (described in example 83) instead of (+)—(R)-2-(4-Amino-2-fluoro-phenyl)-morpholine-4-carboxylic acid tert-butyl ester. Reactants: Cl.FC1=C(C=CC(=C1)[C@H]1CNCCO1)NC(=O)C=1C=NN(C1)C1=NC(=CN=C1)C(F)(F)F ((S)—N-(2-Fluoro-4-(morpholin-2-yl)phenyl)-1-(6-(trifluoromethyl)pyrazin-2-yl)-1H-pyrazole-4-carboxamide hydrochloride), C(C)(C)(C)OC(=O)N1C[C@@H](OCC1)C1=C(C=C(C=C1)N)F ((−)-(S)-2-(4-Amino-2-fluoro-phenyl)-morpholine-4-carboxylic acid tert-butyl ester). The product is Cl.FC=1C=C(C=CC1[C@H]1CNCCO1)NC(=O)C=1C=NN(C1)C1=NC(=CN=C1)C(F)(F)F ((S)—N-(3-Fluoro-4-(morpholin-2-yl)phenyl)-1-(6-(trifluoromethyl)pyrazin-2-yl)-1H-pyrazole-4-carboxamide hydrochloride). As a reaction SMILES: [ClH:1].F[C:3]1[CH:8]=[C:7]([C@@H:9]2[O:14][CH2:13][CH2:12][NH:11][CH2:10]2)[CH:6]=[CH:5][C:4]=1[NH:15][C:16]([C:18]1[CH:19]=[N:20][N:21]([C:23]2[CH:28]=[N:27][CH:26]=[C:25]([C:29]([F:32])([F:31])[F:30])[N:24]=2)[CH:22]=1)=[O:17].C(OC(N1CCO[C@@H](C2C=CC(N)=CC=2[F:53])C1)=O)(C)(C)C>>[ClH:1].[F:53][C:6]1[CH:5]=[C:4]([NH:15][C:16]([C:18]2[CH:19]=[N:20][N:21]([C:23]3[CH:28]=[N:27][CH:26]=[C:25]([C:29]([F:31])([F:32])[F:30])[N:24]=3)[CH:22]=2)=[O:17])[CH:3]=[CH:8][C:7]=1[C@@H:9]1[O:14][CH2:13][CH2:12][NH:11][CH2:10]1 |f:0.1,3.4|. Reactants: S(O)(O)(=O)=O (sulfuric acid), O (water), COC(C1=CC=C(C=C1)CO)=O (methyl-4-(hydroxymethyl)benzoate). Reagents/catalysts: [O-2].[Cr+6].[O-2].[O-2] (chromium (VI) oxide). The solvent is CC(=O)C (acetone). Reaction conditions: time 8 hour. Yields the product COC(=O)C1=CC=C(C=C1)C(=O)O (4-Methoxycarbonylbenzenecarboxylic acid). Isolated yield 94.0%. Reaction SMILES: S(=O)(=O)(O)O.[OH2:6].[CH3:7][O:8][C:9](=[O:18])[C:10]1[CH:15]=[CH:14][C:13]([CH2:16][OH:17])=[CH:12][CH:11]=1>[O-2].[Cr+6].[O-2].[O-2].CC(C)=O>[CH3:7][O:8][C:9]([C:10]1[CH:15]=[CH:14][C:13]([C:16]([OH:6])=[O:17])=[CH:12][CH:11]=1)=[O:18] |f:3.4.5.6|. Reported procedure: Concentrated sulfuric acid (277.5 ml, 5.2 mol) was added dropwise over 1/2 hr to a stirred solution of chromium (VI) oxide (299.25 g, 2.99 mol) and water (925 ml) at 0°. The resulting solution was added dropwise over 1 hr to a stirred solution of methyl-4-(hydroxymethyl)benzoate (92.5 g, 0.564 mol) and acetone (4.6 1) at 0°. The reaction mixture was allowed to warm to room temperature and stirred overnight. The supernatant was decanted before the black tar-like residue was extracted with acetone... Reactants: N(=O)[O-].[Na+] (NaNO2), O (H2O), Cl (HCl), diazonium, C1(=CC=CC=C1)C(N1N=NN=C1C1=CC(=CC=C1C1=CC=C(C=C1)C)[N+](=O)[O-])(C1=CC=CC=C1)C1=CC=CC=C1 (N-Triphenylmethyl-5-(4'-methyl-4-nitrobiphen-2-yl)tetrazole). The reagents and catalysts are Cl[Cu] (CuCl), [Pd] (Pd on carbon). The solvent is S(O)(O)(=O)=O (sulfuric acid), CO.CN(C)C=O (MeOH DMF). Run at time 30 minute. Product: ClC=1C=C(C(=CC1)C1=CC=C(C=C1)C)C1=NN=NN1 (5-(4-chloro-4'-methyl-biphen-2-yl)tetrazole). The yield is 45.0%. RXN SMILES: C1(C(C2C=CC=CC=2)(C2C=CC=CC=2)[N:8]2[C:12]([C:13]3[C:18]([C:19]4[CH:24]=[CH:23][C:22]([CH3:25])=[CH:21][CH:20]=4)=[CH:17][CH:16]=[C:15]([N+]([O-])=O)[CH:14]=3)=[N:11][N:10]=[N:9]2)C=CC=CC=1.N([O-])=O.[Na+].O.[ClH:46]>CO.CN(C=O)C.S(=O)(=O)(O)O.[Pd].Cl[Cu]>[Cl:46][C:15]1[CH:14]=[C:13]([C:12]2[NH:11][N:10]=[N:9][N:8]=2)[C:18]([C:19]2[CH:24]=[CH:23][C:22]([CH3:25])=[CH:21][CH:20]=2)=[CH:17][CH:16]=1 |f:1.2,5.6|. Procedure: A solution of N-Triphenylmethyl-5-(4'-methyl-4-nitrobiphen-2-yl)tetrazole (0.115 g, 0.224 mmol) in MeOH/DMF (2 mL/12 mL) was submitted to hydrogenation at 40 psi H2 with 10% Pd on carbon (50 mg) at room temperature for 1 hour. The reaction was filtered through celite and the filtrate was concentrated in vacuo. The triphenyl methyl group had been lost during the hydrogenation. The crude 4-amino compound was dissolved in glacial acetic acid (3 mL) and added slowly to a cooled (0° C.) solution of N... Starting materials: FC(C(=O)OC(C(F)(F)F)=O)(F)F (trifluoracetic anhydride), C(#N)C=1C=CC2=C(CN([C@@H](CN2CC=2N=CN(C2)C(=O)OC(C)(C)C)CC2=CC=CC=C2)S(=O)(=O)C)C1 ((R)-7-cyano-2,3,4,5-tetrahydro-1-[(((1,1-dimethylethoxy)-carbonyl)-1H-imidazol-4-yl)methyl]-4-(methylsulfonyl)-3-(phenylmethyl)-1H-1,4-benzodiazepine), ( 438 ), Cl.BrC=1C=CC2=C(CN(CCN2CC=2N=CNC2)C(=O)C2=CC=CC3=CC=CC=C23)C1 (7-Bromo-2,3,4,5-tetrahydro-1-(1H-imidazol-4-ylmethyl)-4-(1-naphthalenylcarbonyl)-1H-1,4-benzodiazepine, hydrochloride), C(C1=CC=CC=C1)(=O)C(=O)O (benzoylformic acid), EtOAc hexanes, Cl.BrC=1C=CC2=C(CN(CCN2CC=2N=CNC2)C(=O)C2=CC=CC3=CC=CC=C23)C1 (7-Bromo-2,3,4,5-tetrahydro-1-(1H-imidazol-4-ylmethyl)-4-(1-naphthalenylcarbonyl)-1H-1,4-benzodiazepine, hydrochloride). Run in CN(C)C=O (DMF), C(Cl)Cl (methylene chloride). Yields the product Cl.Cl.Cl.N1C=NC(=C1)CN1CCN(CC2=C1C=CC(=C2)C2=CC=NC=C2)C(C(=O)C2=CC=CC=C2)=O (2,3,4,5-Tetrahydro-1-(1H-imidazol-4-ylmethyl)-4-(2-phenyl-1,2-dioxoethyl)-7-(4-pyridinyl)-1H-1,4-benzodiazepine, trihydrochloride). As a reaction SMILES: [ClH:1].Br[C:3]1[CH:4]=[CH:5][C:6]2[N:12]([CH2:13][C:14]3[N:15]=[CH:16][NH:17][CH:18]=3)[CH2:11][CH2:10][N:9]([C:19]([C:21]3[C:30]4[C:25](=[CH:26][CH:27]=[CH:28][CH:29]=4)C=CC=3)=[O:20])[CH2:8][C:7]=2[CH:31]=1.C(C(O)=O)(=[O:39])C1C=CC=CC=1.FC(F)(F)C(OC(=O)C(F)(F)F)=O.C(C1C=CC2[N:67](CC3N=CN(C(OC(C)(C)C)=O)C=3)[CH2:66][C@@H:65]([CH2:81][C:82]3[CH:87]=CC=CC=3)N(S(C)(=O)=O)CC=2C=1)#N>CN(C=O)C.C(Cl)Cl>[ClH:1].[ClH:1].[ClH:1].[NH:17]1[CH:18]=[C:14]([CH2:13][N:12]2[C:6]3[CH:5]=[CH:4][C:3]([C:81]4[CH:65]=[CH:66][N:67]=[CH:87][CH:82]=4)=[CH:31][C:7]=3[CH2:8][N:9]([C:19](=[O:20])[C:21]([C:30]3[CH:25]=[CH:26][CH:27]=[CH:28][CH:29]=3)=[O:39])[CH2:10][CH2:11]2)[N:15]=[CH:16]1 |f:0.1,7.8.9.10|. Procedure details: Example 297 was prepared as a yellow solid from 7-bromo-1,4-benzodiazepine (see Example 11) and benzoylformic acid by the following sequence: Example 252, in 10:1 methylene chloride:DMF and with chromatography with 50% EtOAc/hexanes; treatment with trifluoracetic anhydride and workup as described in Compound A of Example 296; Compounds B, C and D of Example 296. M+H (438). Starting materials: O(C1=CC=CC=C1)C=1C=C(C=CC1)O (3-phenoxyphenol), CC(=O)CC (methylethylketone), CC(=O)C (acetone), OC1=CC=C(C(=O)OCC)C=C1 (ethyl 4-hydroxybenzoate). Yields the product O(C1=CC=CC=C1)C=1C=C(OCC(=O)OC(C)(C)C)C=CC1 (t-Butyl (3-phenoxy)phenoxyacetate). Reaction SMILES: [O:1]([C:8]1[CH:9]=[C:10]([OH:14])[CH:11]=[CH:12][CH:13]=1)[C:2]1[CH:7]=[CH:6][CH:5]=[CH:4][CH:3]=1.[CH3:15][C:16]([CH3:18])=[O:17].[OH:19][C:20]1C=CC(C(OCC)=O)=C[CH:21]=1.[CH3:31]C(CC)=O>>[O:1]([C:8]1[CH:9]=[C:10]([CH:11]=[CH:12][CH:13]=1)[O:14][CH2:21][C:20]([O:17][C:16]([CH3:31])([CH3:18])[CH3:15])=[O:19])[C:2]1[CH:3]=[CH:4][CH:5]=[CH:6][CH:7]=1. Procedure: t-Butyl (3-phenoxy)phenoxyacetate was prepared following the alkylation procedure as described in example 66 using 3-phenoxyphenol and acetone in lieu of ethyl 4-hydroxybenzoate and methylethylketone.